From a dataset of the Open Reaction Database (ORD), a public repository of structured organic reaction records. describe an organic reaction: reactants, conditions, products, and yield Starting materials: ClCCl (dichloromethane), C(C=C)C1C(CCCC1)O (2-allylcyclohexanol), CS(=O)(=O)Cl (methanesulfonyl chloride). Run in C(C)N(CC)CC (triethylamine). Yields the product CS(=O)(=O)OC1C(CCCC1)CC=C (1-methanesulfonyloxy-2-allylcyclohexane). As a reaction SMILES: ClCCl.[CH2:4]([CH:7]1[CH2:12][CH2:11][CH2:10][CH2:9][CH:8]1[OH:13])[CH:5]=[CH2:6].[CH3:14][S:15](Cl)(=[O:17])=[O:16]>C(N(CC)CC)C>[CH3:14][S:15]([O:13][CH:8]1[CH2:9][CH2:10][CH2:11][CH2:12][CH:7]1[CH2:4][CH:5]=[CH2:6])(=[O:17])=[O:16]. Reported procedure: To a mixture of 250 ml. of dichloromethane, 25 g. 2-allylcyclohexanol and 16.7 g. of triethylamine cooled in an ice-salt bath to -10° C. is added dropwise, over 15 minutes, 18.9 g. of methanesulfonyl chloride. The mixture is cooled at -10° C. to -15° C. for 30 minutes and then washed with 300 ml. each of cold water, 10% hydrochloric acid, sodium carbonate solution and with saturated sodium chloride solution. The organic layer is dried with magnesium sulfate and concentrated in vacuo to give a pa... Reactants: BrBr (bromine), CC=1N(C=C2NC(CN=C(C21)C2=CC=CC=C2)=O)C (3,7-dihydro-6,7-dimethyl-5-phenylpyrrolo[3,4-e][1,4]diazepin-2(1H)-one), C(=O)(O)[O-].[Na+] (NaHCO3). Run in CO (methanol), CO (methanol). Run at temperature -60 celsius, time 20 minute. The product is BrC=1N(C(=C2C1NC(CN=C2C2=CC=CC=C2)=O)C)C (8-bromo-3,7-dihydro-6,7-dimethyl-5-phenylpyrrolo[3,4-e][1,4]diazepin-2(1H)-one). Reaction SMILES: [CH3:1][C:2]1[N:3]([CH3:19])[CH:4]=[C:5]2[C:11]=1[C:10]([C:12]1[CH:17]=[CH:16][CH:15]=[CH:14][CH:13]=1)=[N:9][CH2:8][C:7](=[O:18])[NH:6]2.[Br:20]Br.C([O-])(O)=O.[Na+]>CO>[Br:20][C:4]1[N:3]([CH3:19])[C:2]([CH3:1])=[C:11]2[C:10]([C:12]3[CH:17]=[CH:16][CH:15]=[CH:14][CH:13]=3)=[N:9][CH2:8][C:7](=[O:18])[NH:6][C:5]=12 |f:2.3|. Reported procedure: 3,7-dihydro-6,7-dimethyl-5-phenylpyrrolo[3,4-e][1,4]diazepin-2(1H)-one (5.0 g, 0.020 mole) is dissolved in methanol (150 ml) and the obtained solution is cooled to -60° C. and stirred during the addition of a solution of bromine (3.4 g, 0.021 mole) in methanol (10 ml). After 20 minutes at -60° C., the reaction mixture is poured into an aqueous solution of NaHCO3 (1.5% w/v, 750 ml). The precipitate which forms is recovered by filtration and crystallized from methanol yielding 4.2 g of the compoun... Starting materials: OC(CCCCC(=O)O)C1=C(C(=C(C=C1C)C)C)O (6-hydroxy-6-(2'-hydroxy-3',4',6'-trimethylphenyl)hexanoic acid), O (water), [O]N(S(=O)([O-])=O)S(=O)([O-])=O.[K+].[K+] (Fremy's salt), Cl (hydrochloric acid). The solvent is [OH-].[Na+] (sodium hydroxide). Run at temperature 0 celsius. The product is CC=1C(C(=C(C(C1C)=O)C)C(CCCCC(=O)O)O)=O (2,3,5-trimethyl-6-(5'-carboxy-1'-hydroxypentyl)-1,4-benzoquinone). RXN SMILES: [OH:1][CH:2]([C:10]1[C:15]([CH3:16])=[CH:14][C:13]([CH3:17])=[C:12]([CH3:18])[C:11]=1[OH:19])[CH2:3][CH2:4][CH2:5][CH2:6][C:7]([OH:9])=[O:8].O.[O]N(S(=O)([O-])=O)S(=O)([O-])=[O:24].[K+].[K+].Cl>[OH-].[Na+]>[CH3:18][C:12]1[C:11](=[O:19])[C:10]([CH:2]([OH:1])[CH2:3][CH2:4][CH2:5][CH2:6][C:7]([OH:9])=[O:8])=[C:15]([CH3:16])[C:14](=[O:24])[C:13]=1[CH3:17] |f:2.3.4,6.7,^1:20|. Procedure details: To a solution of 6-hydroxy-6-(2'-hydroxy-3',4',6'-trimethylphenyl)hexanoic acid (formula II-3 wherein R=H3C, X=H, Y=OH, n=4, in the free form) (0.158 part) in 5% sodium hydroxide solution (2 volume parts) and water (7 volume parts) was added Fremy's salt (1 part) at room temperature with stirring. After being stirred for 1 hour, the mixture was cooled to 0° C., acidified with cold dilute hydrochloric acid, and extracted with ethyl acetate. The extract was washed with water, dried over anhydrous ... The reactants are C([C@@H]1[C@H]([C@@H]([C@H](C(=O)O1)O)O)O)O (gluconolactone), B(O)(O)O (boric acid), resultant mixture. Solvent: O (water), O (water). Conditions: temperature 50 celsius. Yields the product B1(OC(C(O1)C(C(C(=O)O)O)O)CO)O (borogluconate). RXN SMILES: [CH2:1]([OH:12])[C@H:2]1[O:8][C:6](=[O:7])[C@H:5]([OH:9])[C@@H:4]([OH:10])[C@@H:3]1[OH:11].[B:13](O)([OH:15])[OH:14]>O>[B:13]1([OH:15])[O:11][CH:3]([CH:4]([OH:10])[CH:5]([OH:9])[C:6]([OH:8])=[O:7])[CH:2]([CH2:1][OH:12])[O:14]1. Procedure details: 35.6 grams of gluconolactone and 12.2 grams of technical grade boric acid were added to 50 ml. of water at room temperature. The resultant mixture was stirred and heated at about 50° C. for about 4 hours and the water allowed to evaporate to reduce the mixture volume to about 45 ml. The mixture was then cooled to room temperature and 28 grams of triethanolamine were added with stirring. The reactants are C1(=CN2CCCC3=CC=CC1=C23)[C@@H]2C(NC([C@H]2C2=CNC3=CC=CC=C23)=O)=O.C(Cl)Cl ((±)-trans-3-(5,6-dihydro-4H-pyrrolo[3,2,1-ij]quinolin-1-yl)-4-(1H-indol-3-yl)pyrrolidine-2,5-dione DCM), C(Cl)Cl (DCM). Solvent: CO (methanol). Yields the product C1(=CN2CCCC3=CC=CC1=C23)[C@@H]2C(NC([C@H]2C2=CNC3=CC=CC=C23)=O)=O ((−)-trans-3-(5,6-dihydro-4H-pyrrolo[3,2,1-ij]quinolin-1-yl)-4-(1H-indol-3-yl)pyrrolidine-2,5-dione). RXN SMILES: [C:1]1([C@H:13]2[C@H:17]([C:18]3[C:26]4[C:21](=[CH:22][CH:23]=[CH:24][CH:25]=4)[NH:20][CH:19]=3)[C:16](=[O:27])[NH:15][C:14]2=[O:28])[C:11]2=[C:12]3[C:7](=[CH:8][CH:9]=[CH:10]2)[CH2:6][CH2:5][CH2:4][N:3]3[CH:2]=1.C(Cl)Cl.C(Cl)Cl>CO>[C:1]1([C@H:13]2[C@H:17]([C:18]3[C:26]4[C:21](=[CH:22][CH:23]=[CH:24][CH:25]=4)[NH:20][CH:19]=3)[C:16](=[O:27])[NH:15][C:14]2=[O:28])[C:11]2=[C:12]3[C:7](=[CH:8][CH:9]=[CH:10]2)[CH2:6][CH2:5][CH2:4][N:3]3[CH:2]=1 |f:0.1|. Procedure: A feed solution for multicolumn chromatography (MCC) is prepared by dissolving Compound 8 DCM in methanol. The resulting DCM/methanol co-solvent is distilled until the residual level of DCM in the feed solution reaches a level acceptable for contact with the Chiral Stationary Phase (CSP), i.e., <0.1% by weight. The batch is diluted in a mixture of methanol/Acetonitrile (9:1) to a concentration of 50 mg/mL and introduced to the chromatographic system. Chiralpak AZ (CSP) can be utilized. The raffi... Starting materials: Teflon, FC(C(=O)[O-])(F)F.ClC1=C(NC(=C1Cl)C)C(=O)NC1CC[NH2+]CC1 (4-{[(3,4-dichloro-5-methyl-1H-pyrrol-2-yl)carbonyl]amino}piperidinium trifluoroacetate), C(=O)([O-])[O-].[K+].[K+] (K2CO3), ClC1=NC(=CC2=CC=NC=C12)C(=O)OCC (ethyl 1-chloro-2,7-naphthyridine-3-carboxylate), FC(C(=O)[O-])(F)F.ClC1=C(NC(=C1Cl)C)C(=O)NC1CC[NH2+]CC1 (4-{[(3,4-dichloro-5-methyl-1H-pyrrol-2-yl)carbonyl]amino}piperidinium trifluoroacetate). Solvent: C(C)(C)(C)O (tert-butanol). Reaction conditions: temperature 170 celsius, time 8 hour. Product: ClC1=C(NC(=C1Cl)C)C(=O)NC1CCN(CC1)C1=NC(=CC2=CC=NC=C12)C(=O)OCC (Ethyl 1-(4-{[(3,4-dichloro-5-methyl-1H-pyrrol-2-yl)carbonyl]amino}piperidin-1-yl)-2,7-naphthyridine-3-carboxylate). Yield: 6.4%. As a reaction SMILES: Cl[C:2]1[C:11]2[C:6](=[CH:7][CH:8]=[N:9][CH:10]=2)[CH:5]=[C:4]([C:12]([O:14][CH2:15][CH3:16])=[O:13])[N:3]=1.FC(F)(F)C([O-])=O.[Cl:24][C:25]1[C:29]([Cl:30])=[C:28]([CH3:31])[NH:27][C:26]=1[C:32]([NH:34][CH:35]1[CH2:40][CH2:39][NH2+:38][CH2:37][CH2:36]1)=[O:33].C([O-])([O-])=O.[K+].[K+]>C(O)(C)(C)C>[Cl:24][C:25]1[C:29]([Cl:30])=[C:28]([CH3:31])[NH:27][C:26]=1[C:32]([NH:34][CH:35]1[CH2:40][CH2:39][N:38]([C:2]2[C:11]3[C:6](=[CH:7][CH:8]=[N:9][CH:10]=3)[CH:5]=[C:4]([C:12]([O:14][CH2:15][CH3:16])=[O:13])[N:3]=2)[CH2:37][CH2:36]1)=[O:33] |f:1.2,3.4.5|. Procedure: In a sealed high pressure container with a Teflon lining was combined ethyl 1-chloro-2,7-naphthyridine-3-carboxylate (280 mg, 1.18 mmol), 4-{[(3,4-dichloro-5-methyl-1H-pyrrol-2-yl)carbonyl]amino}piperidinium trifluoroacetate (Intermediate 86; 957 mg), and K2CO3 (1.25 g) in 15 ml tert-butanol. The container was heated at 170° C. with stirring for 8 hours. The solution was concentrated by rotary evaporation and reconstituted with EtOAc. The organic layer was washed 4× with H2O, and dried over MgSO...